Dataset: the Open Reaction Database (ORD), a public repository of structured organic reaction records. Task: describe an organic reaction: reactants, conditions, products, and yield The reactants are O=C([O-])O, CCOP(=O)(OCC)C(F)(F)c1cc2nc(C=O)ccc2cc1Br, CC(=O)[O-], CCO, Cl, NO, [Na+], [Na+]. The product is CCOP(=O)(OCC)C(F)(F)c1cc2nc(C=NO)ccc2cc1Br. RXN SMILES: [C:33](=[O:34])([O-:35])[OH:36].[CH2:1]([CH3:2])[O:3][P:4]([O:5][CH2:6][CH3:7])(=[O:8])[C:9]([F:10])([F:11])[c:12]1[c:13]([Br:24])[cH:14][c:15]2[cH:16][cH:17][c:18]([CH:22]=[O:23])[n:19][c:20]2[cH:21]1.[CH3:29][C:30](=[O:31])[O-:32].[CH3:38][CH2:39][OH:40].[ClH:25].[NH2:26][OH:27].[Na+:28].[Na+:37]>>[CH2:1]([CH3:2])[O:3][P:4]([O:5][CH2:6][CH3:7])(=[O:8])[C:9]([F:10])([F:11])[c:12]1[c:13]([Br:24])[cH:14][c:15]2[cH:16][cH:17][c:18]([CH:22]=[N:26][OH:27])[n:19][c:20]2[cH:21]1. Reactants: [H-].[Na+] (sodium hydride), COC(C(C1=CC=C(C=C1)O)=O)=O (4-hydroxy-alpha-oxobenzeneacetic acid methyl ester), BrCCCOC1=CC=CC=C1 ((3-bromopropoxy)benzene). Solvent: CN(C=O)C (dimethylformamide). Run at temperature 60 celsius, time 15 minute. The product is COC(C(C1=CC=C(C=C1)OCCCOC1=CC=CC=C1)=O)=O (alpha-oxo-4-[[(3-phenoxy) propyl]oxy]benzeneacetic acid methyl ester). Isolated yield 55.4%. Reaction SMILES: [CH3:1][O:2][C:3](=[O:13])[C:4](=[O:12])[C:5]1[CH:10]=[CH:9][C:8]([OH:11])=[CH:7][CH:6]=1.[H-].[Na+].Br[CH2:17][CH2:18][CH2:19][O:20][C:21]1[CH:26]=[CH:25][CH:24]=[CH:23][CH:22]=1>CN(C)C=O>[CH3:1][O:2][C:3](=[O:13])[C:4](=[O:12])[C:5]1[CH:10]=[CH:9][C:8]([O:11][CH2:17][CH2:18][CH2:19][O:20][C:21]2[CH:26]=[CH:25][CH:24]=[CH:23][CH:22]=2)=[CH:7][CH:6]=1 |f:1.2|. Procedure: A stirred mixture of 4-hydroxy-alpha-oxobenzeneacetic acid methyl ester (0.724 g) in dimethylformamide (10 mL) under argon was treated with 55% sodium hydride (0.175 g), stirred for 15 minutes and treated with (3-bromopropoxy)benzene (1.3 g). The mixture was heated at 60° C. overnight and worked up as in Example 20. The material from dichloromethane extraction was purified by HPLC (dichloromethane-hexane; 3:1) and crystallized from dichloromethane-hexane to provide 0.7 g of alpha-oxo-4-[[(3-phen... Starting materials: N(=[N+]=[N-])C(C(=O)Cl)C1=CC=CC=C1 (α-azidophenylacetyl chloride), ice, NC1C2CC(=C(N2C1=O)C(=O)OCC1=CC=CC=C1)Cl (benzyl 6-amino-3-chloro-1-azabicyclo[3.2.0]hept-2-en-7-one-2-carboxylate), N1=CC=CC=C1 (pyridine). Solvent: C(Cl)Cl (methylene chloride). Reaction conditions: time 60 minute. Yields the product N(=[N+]=[N-])C(C(=O)NC1C2CC(=C(N2C1=O)C(=O)OCC1=CC=CC=C1)Cl)C1=CC=CC=C1 (benzyl 6-(α-azido-phenylacetamido)-3-chloro-1-azabicyclo[3.2.0]hept-2-en-7-one-2-carboxylate). RXN SMILES: [NH2:1][CH:2]1[C:8](=[O:9])[N:7]2[CH:3]1[CH2:4][C:5]([Cl:20])=[C:6]2[C:10]([O:12][CH2:13][C:14]1[CH:19]=[CH:18][CH:17]=[CH:16][CH:15]=1)=[O:11].N1C=CC=CC=1.[N:27]([CH:30]([C:34]1[CH:39]=[CH:38][CH:37]=[CH:36][CH:35]=1)[C:31](Cl)=[O:32])=[N+:28]=[N-:29]>C(Cl)Cl>[N:27]([CH:30]([C:34]1[CH:39]=[CH:38][CH:37]=[CH:36][CH:35]=1)[C:31]([NH:1][CH:2]1[C:8](=[O:9])[N:7]2[CH:3]1[CH2:4][C:5]([Cl:20])=[C:6]2[C:10]([O:12][CH2:13][C:14]1[CH:19]=[CH:18][CH:17]=[CH:16][CH:15]=1)=[O:11])=[O:32])=[N+:28]=[N-:29]. Reported procedure: To an ice-cold solution of benzyl 6-amino-3-chloro-1-azabicyclo[3.2.0]hept-2-en-7-one-2-carboxylate (0.2 mmol) in methylene chloride (2 ml) containing anhydrous pyridine (0.1 ml) is added α-azidophenylacetyl chloride (0.2 mmol). After stirring in the cold for 60 mins, the solution is washed with water, pH 3 phosphate buffer, 5% sodium bicarbonate solution and brine, dried with magnesium sulfate, filtered, and evaporated under vacuum to give benzyl 6-(α-azido-phenylacetamido)-3-chloro-1-azabicycl... Reactants: Cl (HCl), C(CCC)NC1=C(SC(=C1)C1=CC=NC=C1)C(=O)OC (methyl 3-(butylamino)-5-(pyridin-4-yl)thiophene-2-carboxylate), C[O-].[Na+] (sodium methoxide), CO (methanol). The solvent is O (water). Yields the product C(CCC)NC1=C(SC(=C1)C1=CC=NC=C1)C(=O)O (3-(butylamino)-5-(pyridin-4-yl)thiophene-2-carboxylic acid). The yield is 84.7%. As a reaction SMILES: [CH2:1]([NH:5][C:6]1[CH:10]=[C:9]([C:11]2[CH:16]=[CH:15][N:14]=[CH:13][CH:12]=2)[S:8][C:7]=1[C:17]([O:19]C)=[O:18])[CH2:2][CH2:3][CH3:4].C[O-].[Na+].CO.Cl>O>[CH2:1]([NH:5][C:6]1[CH:10]=[C:9]([C:11]2[CH:16]=[CH:15][N:14]=[CH:13][CH:12]=2)[S:8][C:7]=1[C:17]([OH:19])=[O:18])[CH2:2][CH2:3][CH3:4] |f:1.2|. Procedure details: A mixture of methyl 3-(butylamino)-5-(pyridin-4-yl)thiophene-2-carboxylate (0.460 g, 1.58 mmol), sodium methoxide (0.257 g, 4.75 mmol), methanol (6.4 mL) and water (1.6 mL) was refluxed overnight. The mixture was cooled in an ice-bath and conc. HCl (0.390 mL, 4.75 mmol) was added. The resultant yellow precipitate was collected by filtration and washed with water and methanol to afford the title compound (0.370 g, 85%) as a yellow solid: Starting materials: C(CCCC)[Mg]Br (amylmagnesium bromide), lithium chlorocyanocuprate, C(CCCCCCC\C=C/CCCCCCCC)Br (Z-9-octadecenyl bromide). Run in O1CCCC1 (tetrahydrofuran), O1CCCC1 (tetrahydrofuran). Yields the product CCCCCCCC\C=C/CCCCCCCCCCCCC (Z-9-tricosene). The yield is 99.0%. RXN SMILES: [CH2:1]([Mg]Br)[CH2:2][CH2:3][CH2:4][CH3:5].[CH2:8](Br)[CH2:9][CH2:10][CH2:11][CH2:12][CH2:13][CH2:14][CH2:15]/[CH:16]=[CH:17]\[CH2:18][CH2:19][CH2:20][CH2:21][CH2:22][CH2:23][CH2:24][CH3:25]>O1CCCC1>[CH3:5][CH2:4][CH2:3][CH2:2][CH2:1][CH2:8][CH2:9][CH2:10]/[CH:11]=[CH:12]\[CH2:13][CH2:14][CH2:15][CH2:16][CH2:17][CH2:18][CH2:19][CH2:20][CH2:21][CH2:22][CH2:23][CH2:24][CH3:25]. Procedure details: To a stirred solution of 1.15 moles of amylmagnesium bromide in 335 ml. anhydrous tetrahydrofuran at -8° is added 0.028 moles of lithium chlorocyanocuprate in tetrahydrofuran, prepared in Example 1 above. Dropwise addition of 1.00 moles of Z-9-octadecenyl bromide is carried out with cooling to maintain the temperature at from about -6° to +5°. The reaction mixture is maintained at -5° to +5° for 1 hour. Magnesium bromide is precipitated by the addition of hexane and a minor amount of water. The ... Starting materials: C=CC#N, C1COCCO1, CC(C)C=O, [Na+], [OH-], Oc1ccc(O)cc1. Product: CC(C)(C=O)CCC#N. As a reaction SMILES: [CH2:14]=[CH:15][C:16]#[N:17].[CH2:20]1[O:21][CH2:22][CH2:23][O:24][CH2:25]1.[CH:1]([CH:2]([CH3:3])[CH3:4])=[O:5].[Na+:19].[OH-:18].[OH:6][c:7]1[cH:8][cH:9][c:10]([OH:11])[cH:12][cH:13]1>>[CH:1]([C:2]([CH3:3])([CH3:4])[CH2:14][CH2:15][C:16]#[N:17])=[O:5]. Reactants: CC(C)O, Clc1ccc2c(Cl)ccnc2c1, Nn1cccc1, O. The product is Cl, Clc1ccc2c(Nn3cccc3)ccnc2c1. Reaction SMILES: [CH:20]([OH:21])([CH3:22])[CH3:23].[Cl:1][c:2]1[cH:3][cH:4][n:5][c:6]2[cH:7][c:8]([Cl:12])[cH:9][cH:10][c:11]12.[NH2:13][n:14]1[cH:15][cH:16][cH:17][cH:18]1.[OH2:19]>>[ClH:1].[c:2]1([NH:13][n:14]2[cH:15][cH:16][cH:17][cH:18]2)[cH:3][cH:4][n:5][c:6]2[cH:7][c:8]([Cl:12])[cH:9][cH:10][c:11]12. The reactants are [Br-], COc1ccc(C=CC(=O)c2ccc(OCC3CO3)cc2)cc1OC, CO, [K+], c1ccc(N2CCNCC2)cc1. Yields the product COc1ccc(C=CC(=O)c2ccc(OCC(O)CN3CCN(c4ccccc4)CC3)cc2)cc1OC. Reaction SMILES: [Br-:38].[CH3:1][O:2][c:3]1[cH:4][c:5]([CH:11]=[CH:12][C:13](=[O:14])[c:15]2[cH:16][cH:17][c:18]([O:21][CH2:22][CH:23]3[CH2:24][O:25]3)[cH:19][cH:20]2)[cH:6][cH:7][c:8]1[O:9][CH3:10].[CH3:40][OH:41].[K+:39].[c:26]1([N:32]2[CH2:33][CH2:34][NH:35][CH2:36][CH2:37]2)[cH:27][cH:28][cH:29][cH:30][cH:31]1>>[CH3:1][O:2][c:3]1[cH:4][c:5]([CH:11]=[CH:12][C:13](=[O:14])[c:15]2[cH:16][cH:17][c:18]([O:21][CH2:22][CH:23]([CH2:24][N:35]3[CH2:34][CH2:33][N:32]([c:26]4[cH:27][cH:28][cH:29][cH:30][cH:31]4)[CH2:37][CH2:36]3)[OH:25])[cH:19][cH:20]2)[cH:6][cH:7][c:8]1[O:9][CH3:10].